This data is from the Open Reaction Database (ORD), a public repository of structured organic reaction records. The task is: describe an organic reaction: reactants, conditions, products, and yield Starting materials: C(CCC)[SnH](CCCC)CCCC (tributylstannane), CN1N=C(C=2C1=CN=C(C2)[Sn](CCCC)(CCCC)CCCC)C (1,3-dimethyl-5-(tributylstannyl)-1H-pyrazolo[3,4-c]pyridine), BrC=1SC2=C(N1)C=C(C(=C2C2=CC=C(C=C2)Cl)[C@@H](C(=O)OCC)OC(C)(C)C)C ((S)-ethyl 2-(2-bromo-7-(4-chlorophenyl)-5-methylbenzo[d]thiazol-6-yl)-2-tert-butoxyacetate), [Cl-].[Li+] (lithium chloride). Reagents/catalysts: C=1C=CC(=CC1)[P](C=2C=CC=CC2)(C=3C=CC=CC3)[Pd]([P](C=4C=CC=CC4)(C=5C=CC=CC5)C=6C=CC=CC6)([P](C=7C=CC=CC7)(C=8C=CC=CC8)C=9C=CC=CC9)[P](C=1C=CC=CC1)(C=1C=CC=CC1)C=1C=CC=CC1 (Tetrakis(triphenylphosphine)palladium(0)), Cl[Pd]([P](C1=CC=CC=C1)(C2=CC=CC=C2)C3=CC=CC=C3)([P](C4=CC=CC=C4)(C5=CC=CC=C5)C6=CC=CC=C6)Cl (trans-dichlorobis(triphenylphosphine)palladium), [Cu]I (copper(I) iodide). Solvent: O1CCOCC1 (dioxane), ClCCl (dichloromethane). Reaction conditions: temperature 120 celsius. Product: C(C)(C)(C)O[C@H](C(=O)OCC)C1=C(C2=C(N=C(S2)C=2C=C3C(=CN2)N(N=C3C)C)C=C1C)C1=CC=C(C=C1)Cl ((S)-ethyl 2-tert-butoxy-2-(7-(4-chlorophenyl)-2-(1,3-dimethyl-1H-pyrazolo[3,4-c]pyridin-5-yl)-5-methylbenzo[d]thiazol-6-yl)acetate). RXN SMILES: [CH3:1][N:2]1[C:6]2=[CH:7][N:8]=[C:9]([Sn](CCCC)(CCCC)CCCC)[CH:10]=[C:5]2[C:4]([CH3:24])=[N:3]1.Br[C:26]1[S:27][C:28]2[C:34]([C:35]3[CH:40]=[CH:39][C:38]([Cl:41])=[CH:37][CH:36]=3)=[C:33]([C@H:42]([O:48][C:49]([CH3:52])([CH3:51])[CH3:50])[C:43]([O:45][CH2:46][CH3:47])=[O:44])[C:32]([CH3:53])=[CH:31][C:29]=2[N:30]=1.[Cl-].[Li+].C([SnH](CCCC)CCCC)CCC>O1CCOCC1.ClCCl.[Cu]I.C1C=CC([P]([Pd]([P](C2C=CC=CC=2)(C2C=CC=CC=2)C2C=CC=CC=2)([P](C2C=CC=CC=2)(C2C=CC=CC=2)C2C=CC=CC=2)[P](C2C=CC=CC=2)(C2C=CC=CC=2)C2C=CC=CC=2)(C2C=CC=CC=2)C2C=CC=CC=2)=CC=1.Cl[Pd](Cl)([P](C1C=CC=CC=1)(C1C=CC=CC=1)C1C=CC=CC=1)[P](C1C=CC=CC=1)(C1C=CC=CC=1)C1C=CC=CC=1>[C:49]([O:48][C@@H:42]([C:33]1[C:32]([CH3:53])=[CH:31][C:29]2[N:30]=[C:26]([C:9]3[CH:10]=[C:5]4[C:4]([CH3:24])=[N:3][N:2]([CH3:1])[C:6]4=[CH:7][N:8]=3)[S:27][C:28]=2[C:34]=1[C:35]1[CH:36]=[CH:37][C:38]([Cl:41])=[CH:39][CH:40]=1)[C:43]([O:45][CH2:46][CH3:47])=[O:44])([CH3:50])([CH3:51])[CH3:52] |f:2.3,^1:83,85,104,123,159,178|. Reported procedure: A mixture of 1,3-dimethyl-5-(tributylstannyl)-1H-pyrazolo[3,4-c]pyridine (31 mg, 0.071 mmol), (S)-ethyl 2-(2-bromo-7-(4-chlorophenyl)-5-methylbenzo[d]thiazol-6-yl)-2-tert-butoxyacetate (42 mg, 0.085 mmol), copper(I) iodide (14 mg, 0.071 mmol) and lithium chloride (15 mg, 0.355 mmol) in dioxane (0.5 mL) was sparged with nitrogen for 10 minutes. Tetrakis(triphenylphosphine)palladium(0) (9 mg, 0.0008 mmol) and trans-dichlorobis(triphenylphosphine)palladium (II) (5 mg, 0.007 mmol) were added and rea... The reactants are O=C(O)c1cc2ccccc2s1, NCc1ccc(Cl)cc1. Reagents/catalysts: C1CCC(CC1)N=C=NC2CCCCC2 (DCC), CCN(C(C)C)C(C)C (DIPEA), C1(=C(C(=C(C(=C1F)F)F)F)F)O (Pentafluorophenol). Run in CN(C)C=O (DMF), CN(C)C=O (DMF), CN(C)C=O (DMF), CN(C)C=O (DMF), CN(C)C=O (DMF), CN(C)C=O (DMF). Conditions: temperature 25 celsius, time 2 hour. The product is O=C(NCc1ccc(Cl)cc1)c1cc2ccccc2s1. The yield is 7.6%. Reaction SMILES: NCc1ccc(Cl)cc1.O=C(O)c1cc2ccccc2s1.C1CCC(CC1)N=C=NC2CCCCC2.C1(=C(C(=C(C(=C1F)F)F)F)F)O.CCN(C(C)C)C(C)C.CN(C)C=O>>O=C(NCc1ccc(Cl)cc1)c1cc2ccccc2s1. Starting materials: C=C1CC(=O)O1 (Diketene), FC1=C(C=C2C=NNC2=C1)N (6-fluoro-1H-indazol-5-amine). Reagents/catalysts: S(=O)(=O)([O-])[O-].[Cu+2] (copper sulfate). The solvent is C(C)OCC (diethyl ether), C(C)#N (acetonitrile). Conditions: time 16 hour. Yields the product FC1=C(C=C2C=NNC2=C1)NC(CC(C)=O)=O (N-(6-Fluoro-1H-indazol-5-yl)-3-oxobutanamide), powder. Yield: 74.0%. RXN SMILES: [CH2:1]=[C:2]1[O:6][C:4](=[O:5])[CH2:3]1.[F:7][C:8]1[CH:16]=[C:15]2[C:11]([CH:12]=[N:13][NH:14]2)=[CH:10][C:9]=1[NH2:17]>C(#N)C.C(OCC)C.S([O-])([O-])(=O)=O.[Cu+2]>[F:7][C:8]1[CH:16]=[C:15]2[C:11]([CH:12]=[N:13][NH:14]2)=[CH:10][C:9]=1[NH:17][C:4](=[O:5])[CH2:3][C:2](=[O:6])[CH3:1] |f:4.5|. Procedure: Diketene (stabilized w/copper sulfate, 1.0 mL, 12.9 mmol, 1.5 equiv) was added to a suspension of 6-fluoro-1H-indazol-5-amine (1.3 g, 8.6 mmol, 1 equiv) in acetonitrile (8 mL) at 0° C. over 30 minutes. The reaction mixture was then stirred at room temperature for 16 hours. The mixture was diluted with cold diethyl ether (20 mL) and the solid product was collected by filtration and washed several times with cold diethyl ether. The title compound was isolated as a pale brown powder (1.49 g, 74%). ... Reactants: [BH4-], CO, COc1ccc2c(c1)CCC(C)C2=O, [Na+], O. The product is COc1ccc2c(c1)CCC(C)C2O. RXN SMILES: [BH4-:15].[CH3:18][OH:19].[CH3:1][O:2][c:3]1[cH:4][c:5]2[c:10]([cH:11][cH:12]1)[C:9](=[O:13])[CH:8]([CH3:14])[CH2:7][CH2:6]2.[Na+:16].[OH2:17]>>[CH3:1][O:2][c:3]1[cH:4][c:5]2[c:10]([cH:11][cH:12]1)[CH:9]([OH:13])[CH:8]([CH3:14])[CH2:7][CH2:6]2.